This data is from the Open Reaction Database (ORD), a public repository of structured organic reaction records. The task is: describe an organic reaction: reactants, conditions, products, and yield The reactants are BrC=1C(=CC2=C(C=3N(CCO2)C(=C(N3)C(N)=O)C(=O)O)C1)F (10-Bromo-2-carbamoyl-9-fluoro-5,6-dihydroimidazo[1,2-d][1,4]benzoxazepine-3-carboxylic acid), NC1CCOCC1 (4-aminotetrahydropyran). The product is BrC=1C(=CC2=C(C=3N(CCO2)C(=C(N3)C(=O)N)C(=O)NC3CCOCC3)C1)F (10-bromo-9-fluoro-N3-tetrahydropyran-4-yl-5,6-dihydroimidazo[1,2-d][1,4]benzoxazepine-2,3-dicarboxamide). Reaction SMILES: [Br:1][C:2]1[C:3]([F:22])=[CH:4][C:5]2[O:11][CH2:10][CH2:9][N:8]3[C:12]([C:18](O)=[O:19])=[C:13]([C:15](=[O:17])[NH2:16])[N:14]=[C:7]3[C:6]=2[CH:21]=1.[NH2:23][CH:24]1[CH2:29][CH2:28][O:27][CH2:26][CH2:25]1>>[Br:1][C:2]1[C:3]([F:22])=[CH:4][C:5]2[O:11][CH2:10][CH2:9][N:8]3[C:12]([C:18]([NH:23][CH:24]4[CH2:29][CH2:28][O:27][CH2:26][CH2:25]4)=[O:19])=[C:13]([C:15]([NH2:16])=[O:17])[N:14]=[C:7]3[C:6]=2[CH:21]=1. Procedure: 10-Bromo-2-carbamoyl-9-fluoro-5,6-dihydroimidazo[1,2-d][1,4]benzoxazepine-3-carboxylic acid (55 mg) was reacted with 4-aminotetrahydropyran similar to as described in Example 2 to produce crude 10-bromo-9-fluoro-N3-tetrahydropyran-4-yl-5,6-dihydroimidazo[1,2-d][1,4]benzoxazepine-2,3-dicarboxamide which was then reacted with 2-Methyl-3-butyne-ol similar to as described in Procedure E to afford 12.5 mg of 9-fluoro-10-(3-hydroxy-3-methyl-but-1-ynyl)-N3-tetrahydropyran-4-yl-5,6-dihydroimidazo[1,2-d]... The reactants are C(C)(=O)N1C(CC2=CC(=CC=C12)C(C)=O)=O (1,5-diacetyl-2-indolinone), N1=C(C=NC=C1)C(=O)O (pyrazine-2-carboxylic acid). The product is C(C)(=O)N1C(C(C2=CC(=CC=C12)C(C)=O)=C(O)C1=NC=CN=C1)=O (1,5-diacetyl-3-[(pyrazin-2-yl)-hydroxy-methylidene]-2-indolinone). As a reaction SMILES: [C:1]([N:4]1[C:12]2[C:7](=[CH:8][C:9]([C:13](=[O:15])[CH3:14])=[CH:10][CH:11]=2)[CH2:6][C:5]1=[O:16])(=[O:3])[CH3:2].[N:17]1[CH:22]=[CH:21][N:20]=[CH:19][C:18]=1[C:23](O)=[O:24]>>[C:1]([N:4]1[C:12]2[C:7](=[CH:8][C:9]([C:13](=[O:15])[CH3:14])=[CH:10][CH:11]=2)[C:6](=[C:23]([C:18]2[CH:19]=[N:20][CH:21]=[CH:22][N:17]=2)[OH:24])[C:5]1=[O:16])(=[O:3])[CH3:2]. Reported procedure: Prepared from 1,5-diacetyl-2-indolinone and pyrazine-2-carboxylic acid Reactants: COc1cncc(Br)c1, [Li]CCCC, CCOCC, [Cl-], [Na+], CN(C)C=O. The product is COc1cncc(C=O)c1. Reaction SMILES: [Br:1][c:2]1[cH:3][n:4][cH:5][c:6]([O:8][CH3:9])[cH:7]1.[CH2:10]([Li:11])[CH2:12][CH2:13][CH3:14].[CH3:22][CH2:23][O:24][CH2:25][CH3:26].[Cl-:20].[Na+:21].[O:15]=[CH:16][N:17]([CH3:18])[CH3:19]>>[c:2]1([CH:16]=[O:15])[cH:3][n:4][cH:5][c:6]([O:8][CH3:9])[cH:7]1. Starting materials: COC1=CC=CC2=CC=CC=C12 (1-methoxynaphthalene), BrCCCCCl (1-bromo-4-chlorobutane), [Cl-].[NH4+] (ammonium chloride), N,N,N',N'-tetramethylenediamine, C(CCC)[Li] (n-butyllithium). Solvent: C1CCCCC1 (cyclohexane), C1CCCCC1 (cyclohexane). Reaction conditions: time 1.5 hour. Product: ClCCCCC1=C(C2=CC=CC=C2C=C1)OC (2-(4-Chlorobutyl)-1-methoxynaphthalene). Isolated yield 38.9%. As a reaction SMILES: C([Li])CCC.[CH3:6][O:7][C:8]1[C:17]2[C:12](=[CH:13][CH:14]=[CH:15][CH:16]=2)[CH:11]=[CH:10][CH:9]=1.Br[CH2:19][CH2:20][CH2:21][CH2:22][Cl:23].[Cl-].[NH4+]>C1CCCCC1>[Cl:23][CH2:22][CH2:21][CH2:20][CH2:19][C:9]1[CH:10]=[CH:11][C:12]2[C:17](=[CH:16][CH:15]=[CH:14][CH:13]=2)[C:8]=1[O:7][CH3:6] |f:3.4|. Reported procedure: A solution of N,N,N',N'-tetramethylenediamine (18.12 mL, 0.120 mole) in cyclohexane (36 mL) was treated with n-butyllithium (1.55M in hexane; 79.8 mL, 0.123 mole) at room temperature. A solution of 1-methoxynaphthalene (17.4 mL, 0.120 mole) in cyclohexane (20 mL) was added over 30 minutes, and the resulting solution was stirred for 1.5 hours. It was then cooled to 0°, and 1-bromo-4-chlorobutane (27.0 mL, 0.234 mole) was added over 15 minutes. The mixture was warmed to room temperature and stirre...